This data is from the Open Reaction Database (ORD), a public repository of structured organic reaction records. The task is: describe an organic reaction: reactants, conditions, products, and yield The reactants are O=C([O-])[O-], Cc1ccc(S(=O)(=O)OCCNC2=C(c3ccccc3)S(=O)(=O)N(C(C)(C)C)C2=O)cc1, CC#N, [K+], [K+], CC(C)(C)OC(=O)N1CCC(S)C1. Product: CC(C)(C)OC(=O)N1CCC(SCCNC2=C(c3ccccc3)S(=O)(=O)N(C(C)(C)C)C2=O)C1. Reaction SMILES: [C:46](=[O:47])([O-:48])[O-:49].[CH3:1][c:2]1[cH:3][cH:4][c:5]([S:6]([O:7][CH2:12][CH2:13][NH:14][C:15]2=[C:19]([c:20]3[cH:21][cH:22][cH:23][cH:24][cH:25]3)[S:18](=[O:26])(=[O:27])[N:17]([C:28]([CH3:29])([CH3:30])[CH3:31])[C:16]2=[O:32])(=[O:8])=[O:9])[cH:10][cH:11]1.[CH3:52][C:53]#[N:54].[K+:50].[K+:51].[SH:33][CH:34]1[CH2:35][N:36]([C:39](=[O:40])[O:41][C:42]([CH3:43])([CH3:44])[CH3:45])[CH2:37][CH2:38]1>>[CH2:12]([CH2:13][NH:14][C:15]1=[C:19]([c:20]2[cH:21][cH:22][cH:23][cH:24][cH:25]2)[S:18](=[O:26])(=[O:27])[N:17]([C:28]([CH3:29])([CH3:30])[CH3:31])[C:16]1=[O:32])[S:33][CH:34]1[CH2:35][N:36]([C:39](=[O:40])[O:41][C:42]([CH3:43])([CH3:44])[CH3:45])[CH2:37][CH2:38]1. The reactants are C1(=CC=CC=C1)P(C1=CC=CC=C1)C1=CC=CC=C1 (triphenyl phosphine), CC(C)OC(=O)/N=N/C(=O)OC(C)C (DIAD), C(C1=CC=CC=C1)(C1=CC=CC=C1)(C1=CC=CC=C1)OCCCCCO (5-Trityloxypentanol), C(C1=CC=CC=C1)(=O)N1C(NC=CC1=O)=O (N3-benzoyluracil), alcohol. Run in CCCCCC.CCOC(=O)C (Hexane EtOAc), C1CCOC1 (THF), C1CCOC1 (THF). Yields the product C(C1=CC=CC=C1)(=O)N1C(N(C=CC1=O)CCCCCOC(C1=CC=CC=C1)(C1=CC=CC=C1)C1=CC=CC=C1)=O (3-Benzoyl-1-(5-trityloxypentyl)-1H-pyrimidine-2,4-dione). The yield is 53.0%. Reaction SMILES: C1(P(C2C=CC=CC=2)C2C=CC=CC=2)C=CC=CC=1.[C:20]([O:39][CH2:40][CH2:41][CH2:42][CH2:43][CH2:44]O)([C:33]1[CH:38]=[CH:37][CH:36]=[CH:35][CH:34]=1)([C:27]1[CH:32]=[CH:31][CH:30]=[CH:29][CH:28]=1)[C:21]1[CH:26]=[CH:25][CH:24]=[CH:23][CH:22]=1.[C:46]([N:54]1[C:59](=[O:60])[CH:58]=[CH:57][NH:56][C:55]1=[O:61])(=[O:53])[C:47]1[CH:52]=[CH:51][CH:50]=[CH:49][CH:48]=1.CC(OC(/N=N/C(OC(C)C)=O)=O)C>C1COCC1.CCCCCC.CCOC(C)=O>[C:46]([N:54]1[C:59](=[O:60])[CH:58]=[CH:57][N:56]([CH2:44][CH2:43][CH2:42][CH2:41][CH2:40][O:39][C:20]([C:33]2[CH:34]=[CH:35][CH:36]=[CH:37][CH:38]=2)([C:21]2[CH:22]=[CH:23][CH:24]=[CH:25][CH:26]=2)[C:27]2[CH:32]=[CH:31][CH:30]=[CH:29][CH:28]=2)[C:55]1=[O:61])(=[O:53])[C:47]1[CH:48]=[CH:49][CH:50]=[CH:51][CH:52]=1 |f:5.6|. Procedure details: Polymer supported triphenyl phosphine (2.5 eq, 3 mmol/g loading) was swelled in dry THF for 15 minutes then the alcohol 14 (1 eq, 300 mg) and the N3-benzoyluracil (1.5 eq) were added into the suspension, which was shaken at room temperature under atmosphere of nitrogen. A solution of DIAD (2 eq) in THF was added slowly into the suspension. The reaction was shaken overnight until the disappearance of the alcohol was observed by TLC. The resin was then filtered off and washed with THF (5 ml). The ...